From a dataset of the Open Reaction Database (ORD), a public repository of structured organic reaction records. describe an organic reaction: reactants, conditions, products, and yield Reactants: CC(COC(C)(C)C)Oc1cc(C#N)cc(Oc2ccc(S(C)(=O)=O)cc2)c1, CCO, [Na+], [OH-], O. Product: CC(COC(C)(C)C)Oc1cc(Oc2ccc(S(C)(=O)=O)cc2)cc(C(=O)O)c1. Reaction SMILES: [C:1]([CH3:2])([CH3:3])([CH3:4])[O:5][CH2:6][CH:7]([O:8][c:9]1[cH:10][c:11]([C:12]#[N:13])[cH:14][c:15]([O:17][c:18]2[cH:19][cH:20][c:21]([S:24](=[O:25])(=[O:26])[CH3:27])[cH:22][cH:23]2)[cH:16]1)[CH3:28].[CH3:32][CH2:33][OH:34].[Na+:31].[OH-:30].[OH2:29]>>[C:1]([CH3:2])([CH3:3])([CH3:4])[O:5][CH2:6][CH:7]([O:8][c:9]1[cH:10][c:11]([C:12](=[O:29])[OH:30])[cH:14][c:15]([O:17][c:18]2[cH:19][cH:20][c:21]([S:24](=[O:25])(=[O:26])[CH3:27])[cH:22][cH:23]2)[cH:16]1)[CH3:28]. Reactants: CC(=O)Nc1ccc(C=O)c(F)c1, CCO, CC(=O)O, NNC(N)=S, O. The product is CC(=O)Nc1ccc(C=NNC(N)=S)c(F)c1. As a reaction SMILES: [C:10]([CH3:11])(=[O:12])[NH:13][c:14]1[cH:15][c:16]([F:22])[c:17]([CH:18]=[O:19])[cH:20][cH:21]1.[CH3:24][CH2:25][OH:26].[CH3:6][C:7](=[O:8])[OH:9].[NH2:1][NH:2][C:3](=[S:4])[NH2:5].[OH2:23]>>[N:1]([NH:2][C:3](=[S:4])[NH2:5])=[CH:18][c:17]1[c:16]([F:22])[cH:15][c:14]([NH:13][C:10]([CH3:11])=[O:12])[cH:21][cH:20]1.